Task: describe an organic reaction: reactants, conditions, products, and yield. Dataset: the Open Reaction Database (ORD), a public repository of structured organic reaction records The reactants are C(C(=O)[O-])(=O)[O-].C[NH+]1CC(=CCC1C)C(=O)OCC.C[NH+]1CC(=CCC1C)C(=O)OCC (1,6-dimethyl-3-ethoxycarbonyl-1,2,5,6-tetrahydropyridinium oxalate), C(C)(C)C(N)=NO (isopropylcarboxamide oxime), C(C)(N)=NO (acetamide oxime), Br (HBr). Yields the product C(C(=O)[O-])(=O)[O-].C[NH+]1CC(=CCC1C)C1=NC(=NO1)C.C[NH+]1CC(=CCC1C)C1=NC(=NO1)C ((RS)-1,6-Dimethyl-3-(3-methyl-1,2,4-oxadiazol-5-yl)-1,2,5,6-tetrahydropyridinium oxalate). As a reaction SMILES: [C:1]([O-:6])(=[O:5])[C:2]([O-:4])=[O:3].[CH3:7][NH+:8]1[CH:13]([CH3:14])[CH2:12][CH:11]=[C:10]([C:15]([O:17]CC)=O)[CH2:9]1.[CH3:20][NH+:21]1[CH:26]([CH3:27])[CH2:25][CH:24]=[C:23]([C:28]([O:30]CC)=O)[CH2:22]1.[C:33](=[N:36]O)([NH2:35])[CH3:34].Br.[CH:39]([C:42](=[N:44]O)[NH2:43])(C)C>>[C:1]([O-:6])(=[O:5])[C:2]([O-:4])=[O:3].[CH3:7][NH+:8]1[CH:13]([CH3:14])[CH2:12][CH:11]=[C:10]([C:15]2[O:17][N:36]=[C:33]([CH3:34])[N:35]=2)[CH2:9]1.[CH3:20][NH+:21]1[CH:26]([CH3:27])[CH2:25][CH:24]=[C:23]([C:28]2[O:30][N:44]=[C:42]([CH3:39])[N:43]=2)[CH2:22]1 |f:0.1.2,6.7.8|. Procedure: The compound was synthesized as described in Example 17 using 1,6-dimethyl-3-ethoxycarbonyl-1,2,5,6-tetrahydropyridinium oxalate (Bishop, Z. Naturforsch. 25b, 1249-1251 (1970)) and acetamide oxime instead of arecoline, HBr and isopropylcarboxamide oxime, respectivelY. M.P. 115°-117° C. Reactants: COC(CC1=C(C=C(C=C1)Cl)F)=O ((4-chloro-2-fluoro-phenyl)-acetic Acid Methyl Ester), C(C)C(CC)(C1=CC(=C(C=C1)B1OC(C(O1)(C)C)(C)C)C)C1=CC(=C(C=C1)CCC(C(F)(F)F)(O)C(F)(F)F)C (4-(4-{1-ethyl-1-[3-methyl-4-(4,4,5,5-tetramethyl-[1,3,2]dioxaborolan-2-yl)-phenyl]-propyl}-2-methyl-phenyl)-1,1,1-trifluoro-2-trifluoromethyl-butan-2-ol), C1(CCCCC1)P(C1=C(C=CC=C1)C1=C(C=CC=C1OC)OC)C1CCCCC1 (2-dicyclohexylphosphino-2′,6′-dimethoxybiphenyl), P(=O)([O-])([O-])[O-].[K+].[K+].[K+] (potassium phosphate). Reagents/catalysts: C(C)(=O)[O-].[Pd+2].C(C)(=O)[O-] (palladium acetate). The solvent is C1(=CC=CC=C1)C (toluene), O (water), C1(=CC=CC=C1)C (toluene). Reaction conditions: temperature 100 celsius, time 3 hour. Yields the product COC(CC1=C(C=C(C=C1)C1=C(C=C(C=C1)C(CC)(C1=CC(=C(C=C1)CCC(C(F)(F)F)(C(F)(F)F)O)C)CC)C)F)=O ((4′-{1-ethyl-1-[3-methyl-4-(4,4,4-trifluoro-3-hydroxy-3-trifluoromethyl-butyl)-phenyl]-propyl}-3-fluoro-2′-methyl-biphenyl-4-yl)-acetic Acid Methyl Ester). The yield is 47.9%. RXN SMILES: C1(P(C2CCCCC2)C2C=CC=CC=2C2C(OC)=CC=CC=2OC)CCCCC1.P([O-])([O-])([O-])=O.[K+].[K+].[K+].[CH3:38][O:39][C:40](=[O:50])[CH2:41][C:42]1[CH:47]=[CH:46][C:45](Cl)=[CH:44][C:43]=1[F:49].[CH2:51]([C:53]([C:72]1[CH:77]=[CH:76][C:75]([CH2:78][CH2:79][C:80]([C:86]([F:89])([F:88])[F:87])([OH:85])[C:81]([F:84])([F:83])[F:82])=[C:74]([CH3:90])[CH:73]=1)([C:56]1[CH:61]=[CH:60][C:59](B2OC(C)(C)C(C)(C)O2)=[C:58]([CH3:71])[CH:57]=1)[CH2:54][CH3:55])[CH3:52]>O.C1(C)C=CC=CC=1.C([O-])(=O)C.[Pd+2].C([O-])(=O)C>[CH3:38][O:39][C:40](=[O:50])[CH2:41][C:42]1[CH:47]=[CH:46][C:45]([C:59]2[CH:60]=[CH:61][C:56]([C:53]([CH2:54][CH3:55])([C:72]3[CH:77]=[CH:76][C:75]([CH2:78][CH2:79][C:80]([OH:85])([C:86]([F:88])([F:89])[F:87])[C:81]([F:84])([F:83])[F:82])=[C:74]([CH3:90])[CH:73]=3)[CH2:51][CH3:52])=[CH:57][C:58]=2[CH3:71])=[CH:44][C:43]=1[F:49] |f:1.2.3.4,9.10.11|. Procedure details: A solution of palladium acetate (2.3 mg, 0.0104 mmol), 2-dicyclohexylphosphino-2′,6′-dimethoxybiphenyl (8.6 mg, 0.0209 mmol) and potassium phosphate (44.4 mg, 0.20 mmol) in water (0.040 mL) and toluene (0.150 mL) was stirred for three minutes. A solution of (4-chloro-2-fluoro-phenyl)acetic acid methyl ester (Example 40; 22.6 mg, 0.11 mmol) and 4-(4-{1-ethyl-1-[3-methyl-4-(4,4,5,5-tetramethyl-[1,3,2]dioxaborolan-2-yl)-phenyl]-propyl}-2-methyl-phenyl)-1,1,1-trifluoro-2-trifluoromethyl-butan-2-ol (... The reactants are COC=1C=C(C=CC1)O (3-methoxyphenol), C(C)OC(C(=CC1=CC(=CC=C1)OC)C#N)=O (3-(3-methoxyphenyl)-2-cyano-acrylic acid ethyl ester). Product: C(#N)C=1C(OC2=CC(=CC=C2C1C1=CC(=CC=C1)OC)OC)=O (3-Cyano-4-(3-methoxy-phenyl)-7-methoxy-2-oxo-2H-chromene). Isolated yield 0.2%. As a reaction SMILES: [CH3:1][O:2][C:3]1C=C(O)[CH:6]=[CH:7][CH:8]=1.[CH2:10]([O:12][C:13](=[O:26])[C:14]([C:24]#[N:25])=[CH:15][C:16]1[CH:21]=[CH:20][CH:19]=[C:18]([O:22][CH3:23])[CH:17]=1)[CH3:11]>>[C:24]([C:14]1[C:13](=[O:26])[O:12][C:10]2[C:6]([C:15]=1[C:16]1[CH:21]=[CH:20][CH:19]=[C:18]([O:22][CH3:23])[CH:17]=1)=[CH:7][CH:8]=[C:3]([O:2][CH3:1])[CH:11]=2)#[N:25]. Reported procedure: The title compound was prepared from 3-methoxyphenol and 3-(3-methoxyphenyl)-2-cyano-acrylic acid ethyl ester by a procedure similar to that described for Example 16 in 0.2% yield. 1H NMR (CDCl3): 7.50 (t, J=8.1 Hz, 1H), 7.32 (d, J=8.7 Hz, 1H), 7.12 (dd, J=8.4, 2.4 Hz, 1H), 7.03-6.96 (m, 2H), 6.90-6.83 (m, 2H), 3.93 (s, 3H), 3.87 (s, 3H). Starting materials: O=C1[C@H](N(C=CN1)S(=O)(=O)C1=CC=C(C=C1)C)CC=1N=NN(C1)[C@H]1C=2C=CC(=CC2CCC1)C=O ((R)-5-(4-(((R)-3—Oxo-1-(4-methylbenzenesulfonyl)-1,2,3,4-tetrahydropyrazin-2-yl)-methyl)-1H-1,2,3-triazol-1-yl)-5,6,7,8-tetrahydronaphthalene-2-carbaldehyde), [BH-](OC(=O)C)(OC(=O)C)OC(=O)C.[Na+] (NaBH(OAc)3), C(C)(C)(C)N (t-butyl amine), CC(=O)O (AcOH). The solvent is ClCCCl (DCE). Conditions: time 8 hour. Yields the product amine, CC(CNCC=1C=C2CCC[C@H](C2=CC1)N1N=NC(=C1)C[C@@H]1C(NC=CN1S(=O)(=O)C1=CC=C(C=C1)C)=O)C ((R)-3-((1-((R)-6-((2,2-dimethylethylamino)methyl)-1,2,3,4-tetrahydronaphthalen-1-yl)-1H-1,2,3-triazol-4-yl)methyl)-4-(4-methylbenzenesulfonyl)-3,4-dihydropyrazin-2(1H)-one). Reaction SMILES: [O:1]=[C:2]1[NH:7][CH:6]=[CH:5][N:4]([S:8]([C:11]2[CH:16]=[CH:15][C:14]([CH3:17])=[CH:13][CH:12]=2)(=[O:10])=[O:9])[C@@H:3]1[CH2:18][C:19]1[N:20]=[N:21][N:22]([C@@H:24]2[CH2:33][CH2:32][CH2:31][C:30]3[CH:29]=[C:28]([CH:34]=O)[CH:27]=[CH:26][C:25]2=3)[CH:23]=1.[C:36]([NH2:40])(C)(C)C.[CH3:41][C:42](O)=O.[BH-](OC(C)=O)(OC(C)=O)O[C:47](C)=O.[Na+]>ClCCCl>[CH3:47][CH:42]([CH3:41])[CH2:36][NH:40][CH2:34][C:28]1[CH:29]=[C:30]2[C:25](=[CH:26][CH:27]=1)[C@H:24]([N:22]1[CH:23]=[C:19]([CH2:18][C@H:3]3[N:4]([S:8]([C:11]4[CH:16]=[CH:15][C:14]([CH3:17])=[CH:13][CH:12]=4)(=[O:9])=[O:10])[CH:5]=[CH:6][NH:7][C:2]3=[O:1])[N:20]=[N:21]1)[CH2:33][CH2:32][CH2:31]2 |f:3.4|. Reported procedure: (R)-5-(4-(((R)-3—Oxo-1-(4-methylbenzenesulfonyl)-1,2,3,4-tetrahydropyrazin-2-yl)-methyl)-1H-1,2,3-triazol-1-yl)-5,6,7,8-tetrahydronaphthalene-2-carbaldehyde (1.1 mmol, 1 eq) was dissolved in DCE and treated with 4 Å powdered molecular sieves. To the solution was added t-butyl amine (3.2 mmol, 3.0 eq) and AcOH (3.2 mmol, 3.0 eq). The reaction stirred at RT overnight. NaBH(OAc)3 (3.3 mmol, 3.0 eq) was added and after 3 h, the solvent was removed and the residue was purified by SiO2 to afford amine... The reactants are COC1=C(C(C=O)=CC(=C1)[N+](=O)[O-])O (3-methoxy-5-nitrosalicylaldehyde), [N+](=O)([O-])C1=CC=C(CBr)C=C1 (p-nitrobenzyl bromide), N12CCCCCC2=NCCC1 (1,8-diazabicyclo[5.4.0]undeca-7-ene). The solvent is O1CCOCC1 (1,4-dioxane). Conditions: temperature 100 celsius. Yields the product [N+](=O)([O-])C1=CC=C(C=C1)C1=CC2=C(O1)C(=CC(=C2)[N+](=O)[O-])OC (2-(p-nitrophenyl)-5-nitro-7-methoxybenzo[b]furan). The yield is 57.1%. Reaction SMILES: [CH3:1][O:2][C:3]1[CH:10]=[C:9]([N+:11]([O-:13])=[O:12])[CH:8]=[C:5]([CH:6]=O)[C:4]=1[OH:14].[N+:15]([C:18]1[CH:25]=[CH:24][C:21]([CH2:22]Br)=[CH:20][CH:19]=1)([O-:17])=[O:16].N12CCCN=C1CCCCC2>O1CCOCC1>[N+:15]([C:18]1[CH:25]=[CH:24][C:21]([C:22]2[O:14][C:4]3[C:3]([O:2][CH3:1])=[CH:10][C:9]([N+:11]([O-:13])=[O:12])=[CH:8][C:5]=3[CH:6]=2)=[CH:20][CH:19]=1)([O-:17])=[O:16]. Procedure details: 5.0 g (1.0 equivalent) of 3-methoxy-5-nitrosalicylaldehyde and 6.03 g (1.1 equivalents) of p-nitrobenzyl bromide were dissolved in 15 ml of 1,4-dioxane, and then 13.5 g (3.5 equivalents) of 1,8-diazabicyclo[5.4.0]undeca-7-ene was added thereto. The resulting mixture was heated at about 100° C. for three hours with stirring, and then cooled to room temperature. Thereafter, the resulting solid substance was filtered off and sufficiently washed with ethanol. Thus, 4.55 g of 2-(p-nitrophenyl)-5-nitr...